This data is from the Open Reaction Database (ORD), a public repository of structured organic reaction records. The task is: describe an organic reaction: reactants, conditions, products, and yield Reactants: CC(C)(C)OC(=O)COc1ccc(CCC(=O)C(F)(F)F)cc1, O=C(O)C(F)(F)F. The product is O=C(O)COc1ccc(CCC(=O)C(F)(F)F)cc1. RXN SMILES: [CH3:1][C:2]([CH3:3])([CH3:4])[O:5][C:6]([CH2:7][O:8][c:9]1[cH:10][cH:11][c:12]([CH2:15][CH2:16][C:17]([C:18]([F:19])([F:20])[F:21])=[O:22])[cH:13][cH:14]1)=[O:23].[OH:24][C:25]([C:26]([F:27])([F:28])[F:29])=[O:30]>>[O:5]=[C:6]([CH2:7][O:8][c:9]1[cH:10][cH:11][c:12]([CH2:15][CH2:16][C:17]([C:18]([F:19])([F:20])[F:21])=[O:22])[cH:13][cH:14]1)[OH:23]. Reactants: S(=O)(=O)(Cl)Cl (sulfuryl chloride), C(Cl)(Cl)Cl (chloroform), C([O-])([O-])=O.[K+].[K+] (potassium carbonate), P(Cl)(Cl)(Cl)(Cl)Cl (phosphorus pentachloride), N1C(CC[C@@H]2CCCC[C@H]12)=O (cis-octahydro-1H-quinolin-2-one), C(Cl)(Cl)Cl (chloroform). Reaction conditions: temperature 0 celsius, time 5 hour. Yields the product ClC1(C(N[C@H]2CCCC[C@H]2C1)=O)Cl (3,3-Dichloro-cis-octahydro-1H-quinolin-2-one). As a reaction SMILES: P(Cl)(Cl)(Cl)(Cl)Cl.[NH:7]1[C@@H:16]2[C@@H:11]([CH2:12][CH2:13][CH2:14][CH2:15]2)[CH2:10]C[C:8]1=[O:17].S(Cl)(Cl)(=O)=O.C(=O)([O-])[O-].[K+].[K+].[CH:29]([Cl:32])(Cl)[Cl:30]>>[Cl:30][C:29]1([Cl:32])[CH2:10][C@H:11]2[C@H:16]([CH2:15][CH2:14][CH2:13][CH2:12]2)[NH:7][C:8]1=[O:17] |f:3.4.5|. Procedure details: 28.8 g of phosphorus pentachloride were added to a solution of 23 g of cis-octahydro-1H-quinolin-2-one in 350 ml of anhydrous chloroform. To this were added dropwise 43.1 g of sulfuryl chloride in 45 ml of anhydrous chloroform at 20° to 30° C. within 30 min and the reaction mixture was stirred at the boiling point for 5 hours. After allowing to stand overnight, the mixture was neutralized with aqueous potassium carbonate cooled to 0° C. The aqueous phase was extracted twice with methylene chlori... Reactants: COc1ccc2nc[nH]c(=O)c2c1, ClCCl. Product: COc1ccc2ncnc(Cl)c2c1. RXN SMILES: [CH3:1][O:2][c:3]1[cH:4][c:5]2[c:6](=[O:13])[nH:7][cH:8][n:9][c:10]2[cH:11][cH:12]1.[Cl:14][CH2:15][Cl:16]>>[CH3:1][O:2][c:3]1[cH:4][c:5]2[c:6]([Cl:14])[n:7][cH:8][n:9][c:10]2[cH:11][cH:12]1. Starting materials: COC1=CC=C(COC=2C(C=C(OC2)CO)=O)C=C1 (5-p-Methoxybenzyloxy-2-hydroxymethyl-4-pyrone), S(=O)(Cl)Cl (thionyl chloride). The solvent is O1CCCC1 (tetrahydrofuran). Reaction conditions: temperature 5 celsius, time 3 hour. The product is COC1=CC=C(COC=2C(C=C(OC2)CCl)=O)C=C1 (5-p-Methoxybenzyloxy-2-chloromethyl-4-pyrone). Reaction SMILES: [CH3:1][O:2][C:3]1[CH:19]=[CH:18][C:6]([CH2:7][O:8][C:9]2[C:10](=[O:17])[CH:11]=[C:12]([CH2:15]O)[O:13][CH:14]=2)=[CH:5][CH:4]=1.S(Cl)([Cl:22])=O>O1CCCC1>[CH3:1][O:2][C:3]1[CH:19]=[CH:18][C:6]([CH2:7][O:8][C:9]2[C:10](=[O:17])[CH:11]=[C:12]([CH2:15][Cl:22])[O:13][CH:14]=2)=[CH:5][CH:4]=1. Reported procedure: 5-p-Methoxybenzyloxy-2-hydroxymethyl-4-pyrone, 24 g, was dissolved in 120 ml of dry tetrahydrofuran. The solution was cooled to 5° C. and 15 ml of thionyl chloride was dropwise added to the solution over 30 minutes. The reaction solution was stirred at the same temperature for 3 hours. After completion of the reaction, the reaction liquid was concentrated to approximately 20 ml and the concentrate was added to 50 ml of water and 100 ml of dichloromethane. Under ice cooling, the pH was adjusted t... The reactants are COC(=O)NN, CCO, O=Cc1cnc2ccccc2n1. The product is COC(=O)NN=Cc1cnc2ccccc2n1. As a reaction SMILES: [CH3:13][O:14][C:15]([NH:16][NH2:17])=[O:18].[CH3:19][CH2:20][OH:21].[n:1]1[c:2]([CH:11]=[O:12])[cH:3][n:4][c:5]2[cH:6][cH:7][cH:8][cH:9][c:10]12>>[n:1]1[c:2]([CH:11]=[N:17][NH:16][C:15]([O:14][CH3:13])=[O:18])[cH:3][n:4][c:5]2[cH:6][cH:7][cH:8][cH:9][c:10]12. Starting materials: C(C)(=O)N1C=NC(=C1)C(=O)OC (1-acetyl-4-methoxycarbonyl-imidazole), C(C1=CC=CC=C1)(C1=CC=CC=C1)Cl (benzhydryl-chloride). The solvent is C(C)#N (acetonitrile). Yields the product C(C1=CC=CC=C1)(C1=CC=CC=C1)N1C=NC=C1C(=O)OC (1-Benzhydryl-5-methoxycarbonyl-imidazole). Reaction SMILES: C([N:4]1[CH:8]=[C:7]([C:9]([O:11][CH3:12])=[O:10])[N:6]=[CH:5]1)(=O)C.[CH:13](Cl)([C:20]1[CH:25]=[CH:24][CH:23]=[CH:22][CH:21]=1)[C:14]1[CH:19]=[CH:18][CH:17]=[CH:16][CH:15]=1>C(#N)C>[CH:13]([N:6]1[C:7]([C:9]([O:11][CH3:12])=[O:10])=[CH:8][N:4]=[CH:5]1)([C:14]1[CH:19]=[CH:18][CH:17]=[CH:16][CH:15]=1)[C:20]1[CH:25]=[CH:24][CH:23]=[CH:22][CH:21]=1. Procedure: 1.7 g (0.01 mol) of 1-acetyl-4-methoxycarbonyl-imidazole in 5 cc of acetonitrile and 2 g of benzhydryl-chloride were refluxed for 4 hours, the solvent was removed under reduced pressure and the residue was stirred with 15 cc of 0.5 N sodium acetate solution to split off the acetyl group. The 1-benzhydryl-5-methoxycarbonyl-imidazole, m.p. 129° C., was recrystallized from chloroform. The reactants are CC#N, COCC(=O)O, [Cl-], [K], N#CCC#N, c1ccncc1. Product: COCC(=O)C(C#N)C#N, [K]. Reaction SMILES: [CH3:14][C:15]#[N:16].[CH3:2][O:3][CH2:4][C:5](=[O:6])[OH:7].[Cl-:1].[K:8].[N:9]#[C:10][CH2:11][C:12]#[N:13].[cH:17]1[cH:18][cH:19][n:20][cH:21][cH:22]1>>[CH3:2][O:3][CH2:4][C:5](=[O:7])[CH:11]([C:10]#[N:9])[C:12]#[N:13].[K:8]. Reactants: N[C@@H](CC1=CC(=C(C=C1)O)C(C)(C)C)C(=O)OC (Tyr(3-tBu)-OMe), C(=O)(O)[O-].[Na+] (NaHCO3), C1=CC=C(C=C1)COC(=O)Cl (Z-Cl). Solvent: O (H2O), C(C)(=O)OCC (ethyl acetate). Run at time 1 hour. The product is N([C@@H](CC1=CC(=C(C=C1)O)C(C)(C)C)C(=O)OC)C(=O)OCC1=CC=CC=C1 (Z-Tyr(3-t-Bu)-OMe). Reaction SMILES: [NH2:1][C@H:2]([C:15]([O:17][CH3:18])=[O:16])[CH2:3][C:4]1[CH:9]=[CH:8][C:7]([OH:10])=[C:6]([C:11]([CH3:14])([CH3:13])[CH3:12])[CH:5]=1.C([O-])(O)=O.[Na+].[CH:24]1[CH:29]=[CH:28][C:27]([CH2:30][O:31][C:32](Cl)=[O:33])=[CH:26][CH:25]=1>O.C(OCC)(=O)C>[NH:1]([C:32]([O:31][CH2:30][C:27]1[CH:28]=[CH:29][CH:24]=[CH:25][CH:26]=1)=[O:33])[C@H:2]([C:15]([O:17][CH3:18])=[O:16])[CH2:3][C:4]1[CH:9]=[CH:8][C:7]([OH:10])=[C:6]([C:11]([CH3:14])([CH3:12])[CH3:13])[CH:5]=1 |f:1.2|. Reported procedure: To a solution of Tyr(3-tBu)-OMe (1.1 g) in H2O (10 ml), 0.7 g (6.57 mmol) of NaHCO3 and 0.92 ml (6.57 mmol) of Z-Cl were added under cooling with ice and the mixture was stirred at room temperature for 1 hour. The reaction mixture was diluted with ethyl acetate and washed with water and saturated brine. The organic layer was dried with anhydrous sodium sulfate and concentrated under reduced pressure. The resulting residue was subjected to silica gel column chromatography (eluting solvent; ethyl ...